From a dataset of the Open Reaction Database (ORD), a public repository of structured organic reaction records. describe an organic reaction: reactants, conditions, products, and yield Starting materials: O (water), ClC1=CC=C(C=C1)S(=O)(=O)CC1=C(C=CC(=C1F)F)F (2-(4-Chloro-benzenesulfonylmethyl)-1,3,4-trifluoro-benzene), C(\C=C\C)(=O)OC (methyl crotonate), CC(C)([O-])C.[K+] (potassium t-butoxide). Solvent: C(C)(=O)OCC (Ethyl acetate), C1CCOC1 (THF). Reaction conditions: time 5 hour. Product: COC(CC(C(C1=C(C(=CC=C1F)F)F)S(=O)(=O)C1=CC=C(C=C1)Cl)C)=O (4-(4-Chloro-benzenesulfonyl)-3-methyl-4-(2,3,6-trifluoro-phenyl)-butyric acid methyl ester). Reaction SMILES: [Cl:1][C:2]1[CH:7]=[CH:6][C:5]([S:8]([CH2:11][C:12]2[C:17]([F:18])=[C:16]([F:19])[CH:15]=[CH:14][C:13]=2[F:20])(=[O:10])=[O:9])=[CH:4][CH:3]=1.[C:21]([O:26][CH3:27])(=[O:25])/[CH:22]=[CH:23]/[CH3:24].CC(C)([O-])C.[K+].O>C1COCC1.C(OCC)(=O)C>[CH3:27][O:26][C:21](=[O:25])[CH2:22][CH:23]([CH3:24])[CH:11]([S:8]([C:5]1[CH:4]=[CH:3][C:2]([Cl:1])=[CH:7][CH:6]=1)(=[O:10])=[O:9])[C:12]1[C:13]([F:20])=[CH:14][CH:15]=[C:16]([F:19])[C:17]=1[F:18] |f:2.3|. Procedure: 2-(4-Chloro-phenylsulfanylmethyl)-1,3,4-trifluoro-benzene (Example 8, step 2, 1.0 g, 3.1 mmol) and methyl crotonate (1.55 g, 15.5 mmol) were dissolved in 50 mL of THF and potassium t-butoxide (1M in THF, 6.2 mL) was added. The reaction mixture was stirred at room temperature for five hours. 100 mL of water and 100 mL of EtOAc were added. The organic layer washed with brine (100 mL), dried over Na2SO4 and concentrated. The product was purified by column chromatography using EtOAc/hexane as the el... Reactants: C#C[Mg+], COc1ccsc1C=O, [Cl-]. Yields the product C#CC(O)c1sccc1OC. RXN SMILES: [C:11](#[CH:12])[Mg+:13].[CH3:1][O:2][c:3]1[c:4]([CH:8]=[O:9])[s:5][cH:6][cH:7]1.[Cl-:10]>>[CH3:1][O:2][c:3]1[c:4]([CH:8]([OH:9])[C:11]#[CH:12])[s:5][cH:6][cH:7]1. Reactants: C1(C=2C(C(N1[C@@H]1C(N([C@@H]1\C=C\C1=CC=CC=C1)CC1=C(C=C(C=C1)OC)OC)=O)=O)=CC=CC2)=O (cis-3-phthalimido-4-(E)-styryl-1-(2,4-dimethoxybenzyl)-2-oxoazetidine), [H][H] (hydrogen). The reagents and catalysts are [Pd] (palladium-on-carbon). Run in O1CCCC1 (tetrahydrofuran). Yields the product C1(C=2C(C(N1[C@@H]1C(N([C@@H]1CCC1=CC=CC=C1)CC1=C(C=C(C=C1)OC)OC)=O)=O)=CC=CC2)=O (cis-3-phthalimido-4-(2-phenylethyl)-1-(2,4-dimethoxybenzyl)-2-oxoazetidine). Yield: 95.6%. As a reaction SMILES: [C:1]1(=[O:35])[N:5]([C@H:6]2[C@@H:9](/[CH:10]=[CH:11]/[C:12]3[CH:17]=[CH:16][CH:15]=[CH:14][CH:13]=3)[N:8]([CH2:18][C:19]3[CH:24]=[CH:23][C:22]([O:25][CH3:26])=[CH:21][C:20]=3[O:27][CH3:28])[C:7]2=[O:29])[C:4](=[O:30])[C:3]2=[CH:31][CH:32]=[CH:33][CH:34]=[C:2]12.[H][H]>O1CCCC1.[Pd]>[C:4]1(=[O:30])[N:5]([C@H:6]2[C@@H:9]([CH2:10][CH2:11][C:12]3[CH:13]=[CH:14][CH:15]=[CH:16][CH:17]=3)[N:8]([CH2:18][C:19]3[CH:24]=[CH:23][C:22]([O:25][CH3:26])=[CH:21][C:20]=3[O:27][CH3:28])[C:7]2=[O:29])[C:1](=[O:35])[C:2]2=[CH:34][CH:33]=[CH:32][CH:31]=[C:3]12. Reported procedure: In 150 ml of tetrahydrofuran is dissolved 5 g of cis-3-phthalimido-4-(E)-styryl-1-(2,4-dimethoxybenzyl)-2-oxoazetidine, followed by addition of 2.5 g of 10% palladium-on-carbon. The mixture is stirred in a hydrogen atmosphere for 30 minutes. The catalyst is filtered off and the filtrate is concentrated under reduced pressure. The residue is crystallized from ether and recovered by filtration to give 4.8 g of cis-3-phthalimido-4-(2-phenylethyl)-1-(2,4-dimethoxybenzyl)-2-oxoazetidine, m.p. 148°-15... Reactants: C1(CC1)C(CC(=O)C1=CN=C(N(C1=O)C1=CC=CC=C1)C1=CC=CC=C1)=O (1-cyclopropyl-3-(1,6-dihydro-6-oxo-1,2-diphenyl-5-pyrimidinyl)-1,3-propanedione), C1(CC1)C(CC(=O)C1=CN=C(N(C1=O)C1=CC=CC=C1)C1=CC=CC=C1)=O (1-cyclopropyl-3-(1,6-dihydro-6-oxo-1,2-diphenyl-5-pyrimidinyl)-1,3-propanedione), C(OCC)(OCC)OCC (triethyl orthoformate), C(C)(=O)OC(C)=O (acetic anhydride). The solvent is C1(=CC=CC=C1)C (toluene). Run at temperature 110 celsius. The product is C1(CC1)C(C(C(=O)C1=CN=C(N(C1=O)C1=CC=CC=C1)C1=CC=CC=C1)=COCC)=O (1-cyclopropyl-3-(1,6-dihydro-6-oxo-1,2-diphenyl-5-pyrimidinyl)-2-(ethoxymethylene)-1,3-propanedione). Reaction SMILES: [CH:1]1([C:4](=[O:27])[CH2:5][C:6]([C:8]2[C:13](=[O:14])[N:12]([C:15]3[CH:20]=[CH:19][CH:18]=[CH:17][CH:16]=3)[C:11]([C:21]3[CH:26]=[CH:25][CH:24]=[CH:23][CH:22]=3)=[N:10][CH:9]=2)=[O:7])[CH2:3][CH2:2]1.[CH:28](OCC)(OCC)[O:29][CH2:30][CH3:31].C(OC(=O)C)(=O)C>C1(C)C=CC=CC=1>[CH:1]1([C:4](=[O:27])[C:5](=[CH:28][O:29][CH2:30][CH3:31])[C:6]([C:8]2[C:13](=[O:14])[N:12]([C:15]3[CH:20]=[CH:19][CH:18]=[CH:17][CH:16]=3)[C:11]([C:21]3[CH:26]=[CH:25][CH:24]=[CH:23][CH:22]=3)=[N:10][CH:9]=2)=[O:7])[CH2:3][CH2:2]1. Procedure details: A suspension of 1-cyclopropyl-3-(1,6-dihydro-6-oxo-1,2-diphenyl-5-pyrimidinyl)-1,3-propanedione (i.e. the product from Example 6, Step A) (165 mg, 0.46 mmol), triethyl orthoformate (0.23 mL, 1.4 mmol), and acetic anhydride (0.92 mL) was heated at 110° C. under a nitrogen atmosphere for 4 h. The residue was dissolved in toluene (5 mL) and the resulting solution was concentrated under reduced pressure at 50° C. The residue was re-dissolved in toluene (5 mL) and the resulting solution was concentra... Reactants: N1=C(C=CC=C1)N1CCNCC1 (1-(2-pyridinyl)piperazine), C=O (formaldehyde), C=1C=C2C=CC=C3C2=C(C1)C(=O)NC3=O (1,8-naphthalimide). Run in CN(C=O)C (dimethylformamide). Yields the product N1=C(C=CC=C1)N1CCN(CC1)CN1C(C2=CC=CC=3C2=C(C1=O)C=CC3)=O (2-[[4-(2-pyridinyl)-1-piperazinyl]methyl]1H-benz[de]isoquinoline-1,3(2H)-dione). Reaction SMILES: [N:1]1[CH:6]=[CH:5][CH:4]=[CH:3][C:2]=1[N:7]1[CH2:12][CH2:11][NH:10][CH2:9][CH2:8]1.[CH2:13]=O.[CH:15]1[CH:16]=[C:17]2[C:22]3=[C:23]([C:25]([NH:27][C:28](=[O:29])[C:21]3=[CH:20][CH:19]=[CH:18]2)=[O:26])[CH:24]=1>CN(C)C=O>[N:1]1[CH:6]=[CH:5][CH:4]=[CH:3][C:2]=1[N:7]1[CH2:8][CH2:9][N:10]([CH2:13][N:27]2[C:28](=[O:29])[C:21]3[CH:20]=[CH:19][CH:18]=[C:17]4[C:22]=3[C:23](=[CH:24][CH:15]=[CH:16]4)[C:25]2=[O:26])[CH2:11][CH2:12]1. Reported procedure: An equimolar mixture of 1-(2-pyridinyl)piperazine, aqueous formaldehyde, and 1,8-naphthalimide is suspended in a small amount of dimethylformamide and the mixture is heated until dissolution is complete. The solution is allowed to stand at room temperature and the resulting precipitate is filtered off and dried to yield 2-[[4-(2-pyridinyl)-1-piperazinyl]methyl]1H-benz[de]isoquinoline-1,3(2H)-dione. The reactants are [Na] (sodium), Br (hydrobromic acid), alcohol, C(#N)C(C(=O)C1=CC=NC=C1)C1=CC=C(C=C1)F (2-cyano-2-(4-fluorophenyl)-1-(4-pyridyl)ethanone). Run in C(C)O (ethanol). The product is FC1=CC=C(C=C1)CC(=O)C1=CC=NC=C1 (2-(4-fluorophenyl)-1-(4-pyridyl)ethanone). RXN SMILES: [Na].C([CH:4]([C:13]1[CH:18]=[CH:17][C:16]([F:19])=[CH:15][CH:14]=1)[C:5]([C:7]1[CH:12]=[CH:11][N:10]=[CH:9][CH:8]=1)=[O:6])#N.Br>C(O)C>[F:19][C:16]1[CH:17]=[CH:18][C:13]([CH2:4][C:5]([C:7]2[CH:12]=[CH:11][N:10]=[CH:9][CH:8]=2)=[O:6])=[CH:14][CH:15]=1 |^1:0|. Procedure: The starting materials are converted in a condensation reaction with the aid of metallic sodium in an alcohol, for example ethanol, into 2-cyano-2-(4-fluorophenyl)-1-(4-pyridyl)ethanone (IIIa). The cyano group is then removed by hydrolysis, for example with hydrobromic acid, and decarboxylation, giving 2-(4-fluorophenyl)-1-(4-pyridyl)ethanone (IVa). In the next step, IVa is converted by treatment with ammonium chloride/sodium acetate in an alcoholic solvent, such as methanol, into the oxime (Va)... Starting materials: OCCOCCOCCOCCO, COc1ccc(C(Cl)(c2ccccc2)c2ccc(OC)cc2)cc1, C1COCCO1, c1ccncc1. Yields the product COc1ccc(C(OCCOCCOCCOCCO)(c2ccccc2)c2ccc(OC)cc2)cc1. As a reaction SMILES: [CH2:1]([CH2:2][O:3][CH2:4][CH2:5][O:6][CH2:7][CH2:8][O:9][CH2:10][CH2:11][OH:12])[OH:13].[CH3:20][O:21][c:22]1[cH:23][cH:24][c:25]([C:26]([c:27]2[cH:28][cH:29][c:30]([O:33][CH3:34])[cH:31][cH:32]2)([c:35]2[cH:36][cH:37][cH:38][cH:39][cH:40]2)[Cl:41])[cH:42][cH:43]1.[O:44]1[CH2:45][CH2:46][O:47][CH2:48][CH2:49]1.[cH:14]1[cH:15][cH:16][n:17][cH:18][cH:19]1>>[CH2:1]([CH2:2][O:3][CH2:4][CH2:5][O:6][CH2:7][CH2:8][O:9][CH2:10][CH2:11][O:12][C:26]([c:25]1[cH:24][cH:23][c:22]([O:21][CH3:20])[cH:43][cH:42]1)([c:27]1[cH:28][cH:29][c:30]([O:33][CH3:34])[cH:31][cH:32]1)[c:35]1[cH:36][cH:37][cH:38][cH:39][cH:40]1)[OH:13]. The reactants are COC1=C(C2=C(C=CCO2)C(=C1)CC(C#N)=CN1CCOCC1)OC (2-(7,8-Dimethoxy-2H-1-benzopyran-5-ylmethyl)-3-morpholino acrylonitrile), Cl.NC1=CC=CC=C1 (aniline hydrochloride), Cl.NC(=N)N (guanidine hydrochloride), C[O-].[Na+] (sodium methoxide). Yields the product NC1=NC=C(C(=N1)N)CC1=CC(=C(C2=C1C=CCO2)OC)OC (2,4-diamino-5-(7,8-dimethoxy-2H-1-benzopyran-5-ylmethyl)pyrimidine). The yield is 42.7%. RXN SMILES: [CH3:1][O:2][C:3]1[CH:12]=[C:11]([CH2:13][C:14](=[CH:17]N2CCOCC2)[C:15]#[N:16])[C:6]2[CH:7]=[CH:8][CH2:9][O:10][C:5]=2[C:4]=1[O:24][CH3:25].Cl.NC1C=CC=CC=1.Cl.[NH2:35][C:36]([NH2:38])=[NH:37].C[O-].[Na+]>>[NH2:37][C:36]1[N:38]=[C:15]([NH2:16])[C:14]([CH2:13][C:11]2[C:6]3[CH:7]=[CH:8][CH2:9][O:10][C:5]=3[C:4]([O:24][CH3:25])=[C:3]([O:2][CH3:1])[CH:12]=2)=[CH:17][N:35]=1 |f:1.2,3.4,5.6|. Reported procedure: 2-(7,8-Dimethoxy-2H-1-benzopyran-5-ylmethyl)-3-morpholino acrylonitrile (562 g, 1.64 mol) and aniline hydrochloride (234 g, 1.80 mol) were refluxed in SD3A (2.4 L) for one hour. The reaction was cooled, and guanidine hydrochloride (313 g, 3.28 mol) and sodium methoxide (275 g, 5.08 mol) were added. After continued reflux, the product crystallized from the cooled reaction mixture. Filtration followed by water wash (2 L) gave 2,4-diamino-5-(7,8-dimethoxy-2H-1-benzopyran-5-ylmethyl)pyrimidine (220 ...